Task: describe an organic reaction: reactants, conditions, products, and yield. Dataset: the Open Reaction Database (ORD), a public repository of structured organic reaction records Yields the product C(C)(=O)C1=CC=C(O1)CN1N=CC(=C1)NC(=O)C=1N=C(SC1C1=CC=CC=C1)C (2-Methyl-5-phenyl-thiazole-4-carboxylic acid [1-(5-acetyl-furan-2-ylmethyl)-1H-pyrazol-4-yl]-amide). Procedure: Following general procedure B followed by either C or D, starting from 1-[5-(2-methyl-[1,3]dioxolan-2-yl)-furan-2-ylmethyl]-1H-pyrazol-4-ylamine and 2-methyl-5-phenyl-thiazole-4-carboxylic acid. The reactants are CC1(OCCO1)C1=CC=C(O1)CN1N=CC(=C1)N (1-[5-(2-methyl-[1,3]dioxolan-2-yl)-furan-2-ylmethyl]-1H-pyrazol-4-ylamine), CC=1SC(=C(N1)C(=O)O)C1=CC=CC=C1 (2-methyl-5-phenyl-thiazole-4-carboxylic acid). As a reaction SMILES: [CH3:1][C:2]1([C:7]2[O:11][C:10]([CH2:12][N:13]3[CH:17]=[C:16]([NH2:18])[CH:15]=[N:14]3)=[CH:9][CH:8]=2)[O:6]CCO1.[CH3:19][C:20]1[S:21][C:22]([C:28]2[CH:33]=[CH:32][CH:31]=[CH:30][CH:29]=2)=[C:23]([C:25](O)=[O:26])[N:24]=1>>[C:2]([C:7]1[O:11][C:10]([CH2:12][N:13]2[CH:17]=[C:16]([NH:18][C:25]([C:23]3[N:24]=[C:20]([CH3:19])[S:21][C:22]=3[C:28]3[CH:29]=[CH:30][CH:31]=[CH:32][CH:33]=3)=[O:26])[CH:15]=[N:14]2)=[CH:9][CH:8]=1)(=[O:6])[CH3:1]. Reactants: BrC1=C2CCC(C2=CC=C1C#N)=O (4-bromo-1-oxo-indan-5-carbonitrile), BrC1=C2CC[C@@H](C2=C(C=C1)F)O ((S)-4-bromo-7-fluoro-indan-1-ol). Solvent: CCCCCC.C(C)O (hexane ethanol). Yields the product BrC1=C2CC[C@@H](C2=CC=C1C#N)O ((S)-4-Bromo-1-hydroxy-indan-5-carbonitrile). RXN SMILES: [Br:1][C:2]1[C:10]([C:11]#[N:12])=[CH:9][CH:8]=[C:7]2[C:3]=1[CH2:4][CH2:5][C:6]2=[O:13].BrC1C=CC(F)=C2C=1CC[C@@H]2O>CCCCCC.C(O)C>[Br:1][C:2]1[C:10]([C:11]#[N:12])=[CH:9][CH:8]=[C:7]2[C:3]=1[CH2:4][CH2:5][C@@H:6]2[OH:13] |f:2.3|. Procedure: The compound is synthesized from 4-bromo-1-oxo-indan-5-carbonitrile (2.20 g, 5.1 mmol) in analogy to the preparation of intermediate 2 (Yield 1.30 g). GC (METHOD 1): tR=11.59 min; Mass spectrum (EI+): m/z=237 [M]+, e.e. 98% by chiral HPLC (Column: Daicel Chiralpak OJ-H, 4.6×250 mm, 5 μm Mobile phase: hexane:ethanol 95:5, 1 mL/min, 25° C.) tR=37.52 min. Reactants: C1CCOC1, COC(=O)c1cc([N+](=O)[O-])ccc1Nc1ccc(CCCc2ccc(Cl)c(Cl)c2)cc1, CCO, [Na+], [OH-]. Product: O=C(O)c1cc([N+](=O)[O-])ccc1Nc1ccc(CCCc2ccc(Cl)c(Cl)c2)cc1. Reaction SMILES: [CH2:37]1[O:38][CH2:39][CH2:40][CH2:41]1.[CH3:1][O:2][C:3]([c:4]1[c:5]([NH:13][c:14]2[cH:15][cH:16][c:17]([CH2:20][CH2:21][CH2:22][c:23]3[cH:24][c:25]([Cl:30])[c:26]([Cl:29])[cH:27][cH:28]3)[cH:18][cH:19]2)[cH:6][cH:7][c:8]([N+:10](=[O:11])[O-:12])[cH:9]1)=[O:31].[CH3:34][CH2:35][OH:36].[Na+:33].[OH-:32]>>[O:2]=[C:3]([c:4]1[c:5]([NH:13][c:14]2[cH:15][cH:16][c:17]([CH2:20][CH2:21][CH2:22][c:23]3[cH:24][c:25]([Cl:30])[c:26]([Cl:29])[cH:27][cH:28]3)[cH:18][cH:19]2)[cH:6][cH:7][c:8]([N+:10](=[O:11])[O-:12])[cH:9]1)[OH:31]. The reactants are C(C)[C@H]1N([C@@H]1C=O)C(=O)OC(C)(C)C ((2R,3S)-tert-butyl 2-ethyl-3-formylaziridine-1-carboxylate), C(C)[C@H]1N([C@@H]1C=O)C(=O)OC(C)(C)C ((2R,3S)-tert-butyl 2-ethyl-3-formylaziridine-1-carboxylate), CO (MeOH), [C-]#N.[Na+] (sodium cyanide). The reagents and catalysts are O=[Mn]=O (MnO2). Conditions: temperature 0 celsius, time 10 minute. The product is C(C)[C@@H]1[C@H](N1C(=O)OC(C)(C)C)C(=O)OC ((2S,3R)-1-tert-butyl 2-methyl 3-ethylaziridine-1,2-dicarboxylate). As a reaction SMILES: [CH2:1]([C@@H:3]1[C@@H:5]([CH:6]=[O:7])[N:4]1[C:8]([O:10][C:11]([CH3:14])([CH3:13])[CH3:12])=[O:9])[CH3:2].[C-]#N.[Na+].[CH3:18][OH:19]>O=[Mn]=O>[CH2:1]([C@H:3]1[N:4]([C:8]([O:10][C:11]([CH3:13])([CH3:12])[CH3:14])=[O:9])[C@@H:5]1[C:6]([O:19][CH3:18])=[O:7])[CH3:2] |f:1.2|. Procedure: The following step was run duplicate. To a 250 mL round-bottom flask equipped with a stir bar was added (2R,3S)-tert-butyl 2-ethyl-3-formylaziridine-1-carboxylate (one-half of the material isolated in step 1, assumed 20 mmol) as a solution in MeOH (100 ml). The solution was cooled to 0° C. To the solution was added sodium cyanide (1.96 g, 40.0 mmol). The solution was stirred for 10 minutes. To the solution was added oxidation-grade MnO2 (34.8 g, 400 mmol). The mixture was stirred for 10 minutes,... Yields the product C1(=CC=CC=C1)C(C#N)(C(C)CCN1CCOCC1)C=1C=NC=CC1.Cl (hydrochloride 2-phenyl-2-(3-pyridyl)-2-morpholinoethylbutyronitrile). Reported procedure: To a stirred suspension of 7 parts of sodamide in 90 parts of benzene maintained at 30°-35° C there is added a solution of α-phenyl-3-pyridylacetonitrile, described in U.S. Pat. No. 3,225,054 in 70 parts of benzene. The mixture is then refluxed for 1 hour, cooled and treated by portionwise addition with one equivalent of 2-morpholinoethyl chloride (J. Chem. Soc. pp 505, 1949) in 45 parts of xylene at 30°-40° C. The resulting mixture is refluxed for 2 hours, cooled, filtered and extracted with di... As a reaction SMILES: [NH2-].[Na+].[CH:3]1[CH:8]=[CH:7][CH:6]=[CH:5][CH:4]=1.[C:9]1([CH:15]([C:18]2[CH:19]=[N:20][CH:21]=[CH:22][CH:23]=2)[C:16]#[N:17])[CH:14]=CC=[CH:11][CH:10]=1.[O:24]1[CH2:29][CH2:28][N:27](CC[Cl:32])[CH2:26][CH2:25]1>C1(C)C(C)=CC=CC=1>[C:3]1([C:15]([C:18]2[CH:19]=[N:20][CH:21]=[CH:22][CH:23]=2)([CH:9]([CH2:10][CH2:11][N:27]2[CH2:28][CH2:29][O:24][CH2:25][CH2:26]2)[CH3:14])[C:16]#[N:17])[CH:8]=[CH:7][CH:6]=[CH:5][CH:4]=1.[ClH:32] |f:0.1,6.7|. Solvent: C=1(C(=CC=CC1)C)C (xylene). Starting materials: C1=CC=CC=C1 (benzene), [NH2-].[Na+] (sodamide), C1=CC=CC=C1 (benzene), O1CCN(CC1)CCCl (2-morpholinoethyl chloride), C1(=CC=CC=C1)C(C#N)C=1C=NC=CC1 (α-phenyl-3-pyridylacetonitrile). Run at temperature 0 celsius, time 1 hour. Yields the product C(C)(C)(C)OC(=O)N[C@H](C(=O)OC)CCC(C#C[Si](C)(C)C)=O (Methyl (2S)-2-[(tert-butoxycarbonyl)amino]-5-oxo-7-(trimethylsilyl)hept-6-ynoate). Procedure: A 2-L, 3-neck jacketed round bottomed flask equipped with an overhead mechanical stirrer, N2-inlet and temperature probe was charged with octylmagnesium chloride (2.1 M, 248.3 g, 0.560 mol) and tetrahydrofuran (1 vol, 102 g) and the solution was chilled to 0° C. (internal temperature). Trimethylsilyl acetylene (57.5 g, 0.585 mol) was added subsurface by syringe over about 25 min (Tmax=13° C.). The solution was stirred at 0° C. for 1 hour and was then cooled to −10° C. (internal temperature). A s... The solvent is O1CCCC1 (tetrahydrofuran), O1CCCC1 (tetrahydrofuran). Starting materials: C(CCCCCCC)[Mg]Cl (octylmagnesium chloride), 2-L, O=C1CC[C@H](N1C(=O)OC(C)(C)C)C(=O)OC ((S)-1-tert-butyl 2-methyl 5-oxopyrrolidine-1,2-dicarboxylate), C[Si](C)(C)C#C (Trimethylsilyl acetylene). Reaction SMILES: C([Mg]Cl)CCCCCCC.[CH3:11][Si:12]([C:15]#[CH:16])([CH3:14])[CH3:13].[O:17]=[C:18]1[N:22]([C:23]([O:25][C:26]([CH3:29])([CH3:28])[CH3:27])=[O:24])[C@H:21]([C:30]([O:32][CH3:33])=[O:31])[CH2:20][CH2:19]1>O1CCCC1>[C:26]([O:25][C:23]([NH:22][C@@H:21]([CH2:20][CH2:19][C:18](=[O:17])[C:16]#[C:15][Si:12]([CH3:14])([CH3:13])[CH3:11])[C:30]([O:32][CH3:33])=[O:31])=[O:24])([CH3:29])([CH3:28])[CH3:27]. Starting materials: C(C)OCC(=O)O (ethoxyacetic acid), C(=O)(N1C=NC=C1)N1C=NC=C1 (1,1'-carbonyldiimidazole), N12CCCCCC2=NCCC1 (1,8-diazabicyclo[5.4.0]undec-7-ene), NC=1C=CC(=C(C1)N1N=C(N(C1=O)CC1=C(C=C(C=C1)C1=C(C=CC=C1)S(NC(=O)OC(C)(C)C)(=O)=O)F)CCCC)Cl (2-(5-amino2-chlorophenyl)-4-[[2'-[N-(t-butoxycarbonyl)sulfamoyl]-3-fluorobiphenyl-4-yl]methyl]-5-n-butyl-2,4-dihydro-3H-1,2,4-triazol-3-one). Run in C1CCOC1 (THF), C1CCOC1 (THF), C(CC(O)(C(=O)O)CC(=O)O)(=O)O (citric acid). Conditions: temperature 60 celsius, time 4 hour. The product is C(C)(C)(C)OC(=O)NS(=O)(=O)C1=C(C=CC=C1)C1=CC(=C(C=C1)CN1C(N(N=C1CCCC)C1=C(C=CC(=C1)NC(COCC)=O)Cl)=O)F (4-[[2'-[N-(t-Butoxycarbonyl)sulfamoyl]-3-fluorobiphenyl-4-yl]methyl]-5-n-butyl-2-[2-chloro-5-[(ethoxyacetyl)amino]phenyl]-2,4-dihydro-3H-1,2,4-triazol-3-one). The yield is 19.8%. Reaction SMILES: [CH2:1]([O:3][CH2:4][C:5]([OH:7])=O)[CH3:2].C(N1C=CN=C1)(N1C=CN=C1)=O.[NH2:20][C:21]1[CH:22]=[CH:23][C:24]([Cl:62])=[C:25]([N:27]2[C:31](=[O:32])[N:30]([CH2:33][C:34]3[CH:39]=[CH:38][C:37]([C:40]4[CH:45]=[CH:44][CH:43]=[CH:42][C:41]=4[S:46](=[O:56])(=[O:55])[NH:47][C:48]([O:50][C:51]([CH3:54])([CH3:53])[CH3:52])=[O:49])=[CH:36][C:35]=3[F:57])[C:29]([CH2:58][CH2:59][CH2:60][CH3:61])=[N:28]2)[CH:26]=1.N12CCCN=C1CCCCC2>C1COCC1.C(O)(=O)CC(CC(O)=O)(C(O)=O)O>[C:51]([O:50][C:48]([NH:47][S:46]([C:41]1[CH:42]=[CH:43][CH:44]=[CH:45][C:40]=1[C:37]1[CH:38]=[CH:39][C:34]([CH2:33][N:30]2[C:29]([CH2:58][CH2:59][CH2:60][CH3:61])=[N:28][N:27]([C:25]3[CH:26]=[C:21]([NH:20][C:5](=[O:7])[CH2:4][O:3][CH2:1][CH3:2])[CH:22]=[CH:23][C:24]=3[Cl:62])[C:31]2=[O:32])=[C:35]([F:57])[CH:36]=1)(=[O:55])=[O:56])=[O:49])([CH3:52])([CH3:53])[CH3:54]. Procedure: A mixture of 12 μL (13.2 mg, 0.127 mmol) of ethoxyacetic acid, 20.6 mg (0.127 mmol) of 1,1'-carbonyldiimidazole (CDI), and 1 mL of dry THF was stirred at 60° C. for 4 hours. To this solution was then added 40 mg (0.0635 mmol) of 2-(5-amino2-chlorophenyl)-4-[[2'-[N-(t-butoxycarbonyl)sulfamoyl]-3-fluorobiphenyl-4-yl]methyl]-5-n-butyl-2,4-dihydro-3H-1,2,4-triazol-3-one (from Step C) dissolved in THF, followed by 19 μL (19.3 mg, 0.127 mmol) of 1,8-diazabicyclo[5.4.0]undec-7-ene (DBU). After being st...